From a dataset of the Open Reaction Database (ORD), a public repository of structured organic reaction records. describe an organic reaction: reactants, conditions, products, and yield The reactants are NCC1CCCCC1, CS(=O)(=O)c1ncc2c(n1)N(c1ccccc1)C(=O)N(c1c(Cl)cccc1Cl)C2, ClCCl. Product: O=C1N(c2c(Cl)cccc2Cl)Cc2cnc(NCC3CCCCC3)nc2N1c1ccccc1. Reaction SMILES: [CH:30]1([CH2:36][NH2:37])[CH2:31][CH2:32][CH2:33][CH2:34][CH2:35]1.[Cl:1][c:2]1[c:3]([N:9]2[C:10](=[O:29])[N:11]([c:23]3[cH:24][cH:25][cH:26][cH:27][cH:28]3)[c:12]3[n:13][c:14]([S:19]([CH3:20])(=[O:21])=[O:22])[n:15][cH:16][c:17]3[CH2:18]2)[c:4]([Cl:8])[cH:5][cH:6][cH:7]1.[Cl:38][CH2:39][Cl:40]>>[Cl:1][c:2]1[c:3]([N:9]2[C:10](=[O:29])[N:11]([c:23]3[cH:24][cH:25][cH:26][cH:27][cH:28]3)[c:12]3[n:13][c:14]([NH:37][CH2:36][CH:30]4[CH2:31][CH2:32][CH2:33][CH2:34][CH2:35]4)[n:15][cH:16][c:17]3[CH2:18]2)[c:4]([Cl:8])[cH:5][cH:6][cH:7]1. Starting materials: COC(=O)C(C(C)C)N(C)C(=O)c1ccc(-c2ccc([N+](=O)[O-])cc2)cc1, CCO, Cl, [Fe]. Yields the product COC(=O)C(C(C)C)N(C)C(=O)c1ccc(-c2ccc(N)cc2)cc1. As a reaction SMILES: [CH3:1][N:2]([CH:3]([CH:4]([CH3:5])[CH3:6])[C:7](=[O:8])[O:9][CH3:10])[C:11](=[O:12])[c:13]1[cH:14][cH:15][c:16](-[c:19]2[cH:20][cH:21][c:22]([N+:25]([O-:26])=[O:27])[cH:23][cH:24]2)[cH:17][cH:18]1.[CH3:29][CH2:30][OH:31].[ClH:28].[Fe:32]>>[CH3:1][N:2]([CH:3]([CH:4]([CH3:5])[CH3:6])[C:7](=[O:8])[O:9][CH3:10])[C:11](=[O:12])[c:13]1[cH:14][cH:15][c:16](-[c:19]2[cH:20][cH:21][c:22]([NH2:25])[cH:23][cH:24]2)[cH:17][cH:18]1. Starting materials: Cc1cc(CCN(CCC2CCN(C(=O)OC(C)(C)C)CC2)c2nc3ccc(C(F)(F)F)cc3s2)ccc1C#N, CCOC(C)=O, FC(F)(F)c1ccc2nc(Cl)sc2c1, ClCCl, O=C(O)C(F)(F)F. The product is Cc1cc(CCN(CCC2CCNCC2)c2nc3ccc(C(F)(F)F)cc3s2)ccc1C#N. As a reaction SMILES: [C:1]([O:2][C:3](=[O:4])[N:8]1[CH2:9][CH2:10][CH:11]([CH2:14][CH2:15][N:16]([c:17]2[s:18][c:19]3[c:20]([n:21]2)[cH:22][cH:23][c:24]([C:26]([F:27])([F:28])[F:29])[cH:25]3)[CH2:30][CH2:31][c:32]2[cH:33][c:34]([CH3:40])[c:35]([C:38]#[N:39])[cH:36][cH:37]2)[CH2:12][CH2:13]1)([CH3:5])([CH3:6])[CH3:7].[CH3:62][CH2:63][O:64][C:65](=[O:66])[CH3:67].[Cl:41][c:42]1[s:43][c:44]2[cH:45][c:46]([C:47]([F:48])([F:49])[F:50])[cH:51][cH:52][c:53]2[n:54]1.[Cl:68][CH2:69][Cl:70].[OH:55][C:56]([C:57]([F:58])([F:59])[F:60])=[O:61]>>[NH:8]1[CH2:9][CH2:10][CH:11]([CH2:14][CH2:15][N:16]([c:17]2[s:18][c:19]3[c:20]([n:21]2)[cH:22][cH:23][c:24]([C:26]([F:27])([F:28])[F:29])[cH:25]3)[CH2:30][CH2:31][c:32]2[cH:33][c:34]([CH3:40])[c:35]([C:38]#[N:39])[cH:36][cH:37]2)[CH2:12][CH2:13]1. The reactants are FC(F)(F)c1ccc(Br)cc1, CCOCC, C1CCOC1, O=C1Nc2cc(Cl)cc(Cl)c2C1=O, [Mg], O. Yields the product O=C1Nc2cc(Cl)cc(Cl)c2C1(O)c1ccc(C(F)(F)F)cc1. RXN SMILES: [Br:2][c:3]1[cH:4][cH:5][c:6]([C:9]([F:10])([F:11])[F:12])[cH:7][cH:8]1.[CH2:27]([O:28][CH2:29][CH3:30])[CH3:31].[CH2:32]1[O:33][CH2:34][CH2:35][CH2:36]1.[Cl:13][c:14]1[c:15]2[c:19]([cH:20][c:21]([Cl:23])[cH:22]1)[NH:18][C:17](=[O:24])[C:16]2=[O:25].[Mg:1].[OH2:26]>>[c:3]1([C:16]2([OH:25])[c:15]3[c:14]([Cl:13])[cH:22][c:21]([Cl:23])[cH:20][c:19]3[NH:18][C:17]2=[O:24])[cH:4][cH:5][c:6]([C:9]([F:10])([F:11])[F:12])[cH:7][cH:8]1. Starting materials: COc1ccc2ncc(C#N)c(CCN3CCC(C)(CN(C(=O)[O-])C(C)(C)C)C3)c2c1, ClCCl, Cl. Yields the product Cl, COc1ccc2ncc(C#N)c(CCN3CCC(C)(CN)C3)c2c1. As a reaction SMILES: [CH3:1][C:2]([N:5]([C:3](=[O:4])[O-:6])[CH2:9][C:10]1([CH3:31])[CH2:11][N:12]([CH2:15][CH2:16][c:17]2[c:18]([C:29]#[N:30])[cH:19][n:20][c:21]3[cH:22][cH:23][c:24]([O:27][CH3:28])[cH:25][c:26]23)[CH2:13][CH2:14]1)([CH3:7])[CH3:8].[Cl:33][CH2:34][Cl:35].[ClH:32]>>[ClH:32].[NH2:5][CH2:9][C:10]1([CH3:31])[CH2:11][N:12]([CH2:15][CH2:16][c:17]2[c:18]([C:29]#[N:30])[cH:19][n:20][c:21]3[cH:22][cH:23][c:24]([O:27][CH3:28])[cH:25][c:26]23)[CH2:13][CH2:14]1. Starting materials: ClC(=O)OCC1=C(C=CC=C1)Cl (2-Chlorobenzyl chloroformate), O1COC2=C1C=CC(=C2)C2=C(NC(=N2)C2CCN(CC2)S(=O)(=O)CC2=CC=CC=C2)C2=NC=CC=C2 (2-[5-Benzo[1,3]dioxol-5-yl-2-(1-phenylmethanesulfonyl-piperidin-4-yl)-3H-imidazol-4-yl]-pyridine). The solvent is C1CCOC1 (THF), C([O-])(O)=O.[Na+] (sodium bicarbonate). Conditions: time 2 hour. Yields the product ClC1=C(COC(=O)N2CCC(CC2)C=2NC(=C(N2)C2=CC3=C(OCO3)C=C2)C2=NC=CC=C2)C=CC=C1 (4-(4-Benzo[1,3]dioxol-5-yl-5-pyridin-2-yl -1H-imidazol-2-yl)-piperidine-1-carboxylic acid 2-chloro-benzyl ester). Yield: 85.2%. Reaction SMILES: Cl[C:2]([O:4][CH2:5][C:6]1[CH:11]=[CH:10][CH:9]=[CH:8][C:7]=1[Cl:12])=[O:3].[O:13]1[C:17]2[CH:18]=[CH:19][C:20]([C:22]3[N:26]=[C:25]([CH:27]4[CH2:32][CH2:31][N:30](S(CC5C=CC=CC=5)(=O)=O)[CH2:29][CH2:28]4)[NH:24][C:23]=3[C:43]3[CH:48]=[CH:47][CH:46]=[CH:45][N:44]=3)=[CH:21][C:16]=2[O:15][CH2:14]1>C1COCC1.C(=O)(O)[O-].[Na+]>[Cl:12][C:7]1[CH:8]=[CH:9][CH:10]=[CH:11][C:6]=1[CH2:5][O:4][C:2]([N:30]1[CH2:29][CH2:28][CH:27]([C:25]2[NH:24][C:23]([C:43]3[CH:48]=[CH:47][CH:46]=[CH:45][N:44]=3)=[C:22]([C:20]3[CH:19]=[CH:18][C:17]4[O:13][CH2:14][O:15][C:16]=4[CH:21]=3)[N:26]=2)[CH2:32][CH2:31]1)=[O:3] |f:3.4|. Reported procedure: 2-Chlorobenzyl chloroformate (0.011 mL, 0.070 mmol) was added to a solution of 2-(5-benzo[1,3]dioxol-5-yl-2-piperidin-4-yl-3H-imidazol-4-yl)-pyridine (0.021 g, 0.059 mmol; prepared as described in Example 11) in a mixture of THF (3 mL) and 2 M sodium bicarbonate aqueous solution (0.3 mL). The mixture was stirred at room temperature for 2 hours. Mixture was partitioned between ethyl acetate and water. The organic solution was washed with brine, dried over sodium sulfate, filtered, and concentrate... Starting materials: ice water, C1(CCCC1)O (Cyclopentanol), C1(=CC=C(C=C1)S(=O)(=O)Cl)C (p-toluenesulfonyl chloride), [OH-].[K+] (potassium hydroxide). Run in CCOCC (ether). Conditions: time 2 hour. Yields the product C1(=CC=C(C=C1)S(=O)(=O)OC1CCCC1)C (cyclopentyl p-toluenesulfonate). Isolated yield 78.9%. RXN SMILES: [CH:1]1([OH:6])[CH2:5][CH2:4][CH2:3][CH2:2]1.[C:7]1([CH3:17])[CH:12]=[CH:11][C:10]([S:13](Cl)(=[O:15])=[O:14])=[CH:9][CH:8]=1.[OH-].[K+]>CCOCC>[C:7]1([CH3:17])[CH:12]=[CH:11][C:10]([S:13]([O:6][CH:1]2[CH2:5][CH2:4][CH2:3][CH2:2]2)(=[O:15])=[O:14])=[CH:9][CH:8]=1 |f:2.3|. Procedure: Cyclopentanol (10 g, 0.116 mol), p-toluenesulfonyl chloride (24.8 g, 0.128 mol) and ether (100 ml) were charged into a 200 cc round-bottom flask and dissolved. Then, potassium hydroxide (32.5 g, 0.58 mol) in a powder form was added slowly thereto while cooling below 10° C. in a water bath. After addition, the mixture was stirred as it was for additional 2 hours. After completion of the reaction, the mixture was poured into ice-water (20 ml), and the organic layer and the aqueous layer were separ... Reaction SMILES: Cl.[CH:2]1[C:11]2[C:6](=[CH:7][CH:8]=[CH:9][CH:10]=2)[CH:5]=[CH:4][C:3]=1[CH2:12][C:13]([OH:15])=[O:14].[CH2:16](O)[CH3:17]>>[CH:2]1[C:11]2[C:6](=[CH:7][CH:8]=[CH:9][CH:10]=2)[CH:5]=[CH:4][C:3]=1[CH2:12][C:13]([O:15][CH2:16][CH3:17])=[O:14]. Starting materials: Cl (hydrochloric acid), C1=C(C=CC2=CC=CC=C12)CC(=O)O (2-naphthylacetic acid), C(C)O (ethanol). Reported procedure: A steady stream of anhydrous hydrochloric acid was bubbled subsurface into a solution of 2-naphthylacetic acid (251.38 grams, 1.35 mol) dissolved in ethanol (1760 mL) over a period of 10 minutes. The resulting solution was stirred at ambient temperature until complete as determined by hplc (2 hours). The reaction mixture was concentrated to dryness. The resulting oil was dissolved in ethyl acetate (200 mL) and filtered through silica gel (300 grams) eluting the product with ethyl acetate (1400 m... The yield is 99.0%. Yields the product C1=C(C=CC2=CC=CC=C12)CC(=O)OCC (ethyl 2-(2-naphthyl)acetate). Reaction SMILES: [CH3:15][N:16]([C:17](=[S:18])[Cl:19])[CH3:20].[CH3:1][c:2]1[c:3]([OH:14])[c:4]2[c:8]([c:9]([N+:11](=[O:12])[O-:13])[cH:10]1)[CH2:7][CH2:6][CH2:5]2.[CH3:22][N:23]([CH3:24])[CH:25]=[O:26].[OH2:21]>>[CH3:1][c:2]1[c:3]([O:14][C:17]([N:16]([CH3:15])[CH3:20])=[S:18])[c:4]2[c:8]([c:9]([N+:11](=[O:12])[O-:13])[cH:10]1)[CH2:7][CH2:6][CH2:5]2. The reactants are CN(C)C(=S)Cl, Cc1cc([N+](=O)[O-])c2c(c1O)CCC2, CN(C)C=O, O. Yields the product Cc1cc([N+](=O)[O-])c2c(c1OC(=S)N(C)C)CCC2. Starting materials: NC1=NC(=NC2=NC=CN=C12)COC1=CC=C(C=C1)Cl (4-amino-2-[(4-chlorophenoxy)methyl]pteridine), C(C)O.CN(C=O)C (ethanol N,N-dimethylformamide). Solvent: [OH-].[Na+] (sodium hydroxide). The product is ClC1=CC=C(OCC2=NC3=NC=CN=C3C(N2)=O)C=C1 (2-[(4-chlorophenoxy)methyl]-4(3H)-pteridinone). Reaction SMILES: N[C:2]1[C:11]2[C:6](=[N:7][CH:8]=[CH:9][N:10]=2)[N:5]=[C:4]([CH2:12][O:13][C:14]2[CH:19]=[CH:18][C:17]([Cl:20])=[CH:16][CH:15]=2)[N:3]=1.C([OH:23])C.CN(C)C=O>[OH-].[Na+]>[Cl:20][C:17]1[CH:18]=[CH:19][C:14]([O:13][CH2:12][C:4]2[NH:3][C:2](=[O:23])[C:11]3[C:6](=[N:7][CH:8]=[CH:9][N:10]=3)[N:5]=2)=[CH:15][CH:16]=1 |f:1.2,3.4|. Procedure: Obtained using the procedure described in section b of Example 9, starting with 17.5 g (0.0608 mole) of crude 4-amino-2-[(4-chlorophenoxy)methyl]pteridine in 1750 ml of 5% aqueous sodium hydroxide. Heating time: 1 hours 30 minutes under reflux. Yld: 8.7 g (50%), m.p. 267°-269° C. (ethanol/N,N-dimethylformamide).